Dataset: the Open Reaction Database (ORD), a public repository of structured organic reaction records. Task: describe an organic reaction: reactants, conditions, products, and yield Reaction SMILES: [C:41]([BH3-:42])#[N:43].[CH3:13][C:14](=[O:15])[O-:16].[CH3:17][O:18][C:19]([CH2:20][c:21]1[cH:22][c:23]([O:27][c:28]2[c:29]([CH:38]=[O:39])[cH:30][c:31]([C:34]([F:35])([F:36])[F:37])[cH:32][cH:33]2)[cH:24][cH:25][cH:26]1)=[O:40].[CH3:45][OH:46].[ClH:1].[NH2:2][CH:3]1[CH2:4][c:5]2[cH:6][cH:7][cH:8][cH:9][c:10]2[CH2:11]1.[Na+:12].[Na+:44]>>[NH:2]([CH:3]1[CH2:4][c:5]2[cH:6][cH:7][cH:8][cH:9][c:10]2[CH2:11]1)[CH2:38][c:29]1[c:28]([O:27][c:23]2[cH:22][c:21]([CH2:20][C:19]([O:18][CH3:17])=[O:40])[cH:26][cH:25][cH:24]2)[cH:33][cH:32][c:31]([C:34]([F:35])([F:36])[F:37])[cH:30]1. Reactants: [BH3-]C#N, CC(=O)[O-], COC(=O)Cc1cccc(Oc2ccc(C(F)(F)F)cc2C=O)c1, CO, Cl, NC1Cc2ccccc2C1, [Na+], [Na+]. The product is COC(=O)Cc1cccc(Oc2ccc(C(F)(F)F)cc2CNC2Cc3ccccc3C2)c1. Starting materials: N1(CCOCC1)C=1C2=C(N=C(N1)[Sn](CCCC)(CCCC)CCCC)SC(=N2)CN2CC(C2)N2CCOCC2 (7-morpholin-4-yl-2-(3-morpholin-4-ylazetidin-1-ylmethyl)-5-(tributylstannanyl)thiazolo[5,4-d]pyrimidine), BrC1=CC=CC=2N1C=CN2 (5-bromoimidazo[1,2-a]pyridine). Reagents/catalysts: S1C(=CC=C1)C(=O)[O-].[Cu+] (copper(I) 2-thiophene carboxylate), C=1C=CC(=CC1)[P](C=2C=CC=CC2)(C=3C=CC=CC3)[Pd]([P](C=4C=CC=CC4)(C=5C=CC=CC5)C=6C=CC=CC6)([P](C=7C=CC=CC7)(C=8C=CC=CC8)C=9C=CC=CC9)[P](C=1C=CC=CC1)(C=1C=CC=CC1)C=1C=CC=CC1 (Pd(PPh3)4). Run in O1CCOCC1 (dioxane). Yields the product N=1C=CN2C1C=CC=C2C=2N=C(C1=C(N2)SC(=N1)CN1CC(C1)N1CCOCC1)N1CCOCC1 (4-(5-(imidazo[1,2-a]pyridin-5-yl)-2-((3-morpholinoazetidin-1-yl)methyl)thiazolo[5,4-d]pyrimidin-7-yl)morpholine). Yield: 55.4%. RXN SMILES: [N:1]1([C:7]2[C:8]3[N:28]=[C:27]([CH2:29][N:30]4[CH2:33][CH:32]([N:34]5[CH2:39][CH2:38][O:37][CH2:36][CH2:35]5)[CH2:31]4)[S:26][C:9]=3[N:10]=[C:11]([Sn](CCCC)(CCCC)CCCC)[N:12]=2)[CH2:6][CH2:5][O:4][CH2:3][CH2:2]1.Br[C:41]1[N:46]2[CH:47]=[CH:48][N:49]=[C:45]2[CH:44]=[CH:43][CH:42]=1>O1CCOCC1.S1C=CC=C1C([O-])=O.[Cu+].C1C=CC([P]([Pd]([P](C2C=CC=CC=2)(C2C=CC=CC=2)C2C=CC=CC=2)([P](C2C=CC=CC=2)(C2C=CC=CC=2)C2C=CC=CC=2)[P](C2C=CC=CC=2)(C2C=CC=CC=2)C2C=CC=CC=2)(C2C=CC=CC=2)C2C=CC=CC=2)=CC=1>[N:49]1[CH:48]=[CH:47][N:46]2[C:41]([C:11]3[N:12]=[C:7]([N:1]4[CH2:2][CH2:3][O:4][CH2:5][CH2:6]4)[C:8]4[N:28]=[C:27]([CH2:29][N:30]5[CH2:31][CH:32]([N:34]6[CH2:39][CH2:38][O:37][CH2:36][CH2:35]6)[CH2:33]5)[S:26][C:9]=4[N:10]=3)=[CH:42][CH:43]=[CH:44][C:45]=12 |f:3.4,^1:68,70,89,108|. Procedure details: A mixture of 7-morpholin-4-yl-2-(3-morpholin-4-ylazetidin-1-ylmethyl)-5-(tributylstannanyl)thiazolo[5,4-d]pyrimidine (0.25 g, 0.37 mmol), 5-bromoimidazo[1,2-a]pyridine (0.082 g, 0.41 mmol), copper(I) 2-thiophene carboxylate (0.015 g, 0.075 mmol) and Pd(PPh3)4 (0.044 g, 0.037 mmol) in dioxane (3 mL) was subjected to microwave irradiation at 150° C. for 60 min. The reaction mixture was loaded onto an Isolute® SCX-2 cartridge. The cartridge was washed with MeOH and the desired product was eluted us... The yield is 99.4%. Starting materials: C(C)OC(C(C(O)C1=C(C=C(C=C1)OCC1=CC=CC=C1)C)OCC)=O (3-(4-benzyloxy-2-methyl-phenyl)-2-ethoxy-3-hydroxy-propionic acid ethyl ester), S(O)(O)(=O)=O (sulfuric acid). Reaction conditions: temperature 100 celsius. Procedure: To a solution of 3-(4-benzyloxy-2-methyl-phenyl)-2-ethoxy-3-hydroxy-propionic acid ethyl ester (mixture of stereoisomers; 48.8 g, 136.2 mmol) in N,N-dimethylformarrd (500 ml) was added sulfuric acid (19.6 ml, 96%). The reaction mixture was heated to 100° C. for 2.5 h, cooled to ambient temperature, poured onto ice water/saturated aqueous NaHCO3 solution 1/1 and extracted two times with ethyl acetate. The combined extracts were washed with ice water/brine 1/1 and dried over sodium sulfate. The so... Reaction SMILES: [CH2:1]([O:3][C:4](=[O:26])[CH:5]([O:23][CH2:24][CH3:25])[CH:6]([C:8]1[CH:13]=[CH:12][C:11]([O:14][CH2:15][C:16]2[CH:21]=[CH:20][CH:19]=[CH:18][CH:17]=2)=[CH:10][C:9]=1[CH3:22])O)[CH3:2].S(=O)(=O)(O)O>>[CH2:1]([O:3][C:4](=[O:26])/[C:5](/[O:23][CH2:24][CH3:25])=[CH:6]/[C:8]1[CH:13]=[CH:12][C:11]([O:14][CH2:15][C:16]2[CH:17]=[CH:18][CH:19]=[CH:20][CH:21]=2)=[CH:10][C:9]=1[CH3:22])[CH3:2]. Product: C(C)OC(/C(=C/C1=C(C=C(C=C1)OCC1=CC=CC=C1)C)/OCC)=O ((Z)-3-(4-benzyloxy-2-methyl-phenyl)-2-ethoxy-acrylic acid ethyl ester).